This data is from the Open Reaction Database (ORD), a public repository of structured organic reaction records. The task is: describe an organic reaction: reactants, conditions, products, and yield Starting materials: Cl.ClC=1C(=C(NC2=NC=NC3=CC(=C(C=C23)OC[C@H]2NCCC2)OC)C=CC1)F (4-(3-chloro-2-fluoroanilino)-7-methoxy-6-[(2S)-pyrrolidin-2-ylmethoxy]quinazoline hydrochloride), C(C)(=O)OCC(=O)Cl (acetoxyacetyl chloride). Run in C(C)(C)N(CC)C(C)C (diisopropylethylamine), C(Cl)Cl (methylene chloride). Run at temperature 4 celsius, time 2 hour. Product: ClC=1C(=C(NC2=NC=NC3=CC(=C(C=C23)OC[C@H]2N(CCC2)C(CO)=O)OC)C=CC1)F (4-(3-Chloro-2-fluoroanilino)-7-methoxy-6-{[(2S)-1-(hydroxyacetyl)pyrrolidin-2-yl]methoxy}quinazoline). Yield: 38.1%. RXN SMILES: Cl.[Cl:2][C:3]1[C:4]([F:29])=[C:5]([CH:26]=[CH:27][CH:28]=1)[NH:6][C:7]1[C:16]2[C:11](=[CH:12][C:13]([O:24][CH3:25])=[C:14]([O:17][CH2:18][C@@H:19]3[CH2:23][CH2:22][CH2:21][NH:20]3)[CH:15]=2)[N:10]=[CH:9][N:8]=1.C([O:33][CH2:34][C:35](Cl)=[O:36])(=O)C>C(Cl)Cl.C(N(C(C)C)CC)(C)C>[Cl:2][C:3]1[C:4]([F:29])=[C:5]([CH:26]=[CH:27][CH:28]=1)[NH:6][C:7]1[C:16]2[C:11](=[CH:12][C:13]([O:24][CH3:25])=[C:14]([O:17][CH2:18][C@@H:19]3[CH2:23][CH2:22][CH2:21][N:20]3[C:34](=[O:33])[CH2:35][OH:36])[CH:15]=2)[N:10]=[CH:9][N:8]=1 |f:0.1|. Reported procedure: 4-(3-chloro-2-fluoroanilino)-7-methoxy-6-[(2S)-pyrrolidin-2-ylmethoxy]quinazoline hydrochloride (0.25 g, 0.57 mmole; prepared as described in Example 31-starting materials) was dissolved in a mixture of methylene chloride (5 ml) and diisopropylethylamine (0.3 ml). The solution was cooled in an ice/water bath to 4° C. and acetoxyacetyl chloride (0.064 ml, 0.6 mmol) added. The reaction mixture was stirred cold for two hours and then partitioned between methylene chloride and saturated aqueous NaHC... Reactants: ClC1=CC=C(C=C1)[C@@H]1N=C(N([C@@H]1C1=CC=C(C=C1)Cl)C(=O)Cl)C1=C(C=CC=C1)OCC ((4S,5R)-4,5-Bis-(4-chloro-phenyl)-2-(2-ethoxy-phenyl)-4,5-dihydro-imidazole-1-carbonyl chloride), Cl.Cl.CS(=O)(=O)CCN1CCNCC1 (1-(2-methanesulfonylethyl)-piperazine bishydrochloride). The solvent is C(Cl)Cl (methylene chloride). The product is ClC1=CC=C(C=C1)[C@@H]1N=C(N([C@@H]1C1=CC=C(C=C1)Cl)C(=O)N1CCN(CC1)CCS(=O)(=O)C)C1=C(C=CC=C1)OCC ([(4S,5R)-4,5-bis-(4-chloro-phenyl)-2-(2-ethoxy-phenyl)-4,5-dihydro-imidazol-1-yl]-[4-(2-methanesulfonyl-ethyl)-piperazin-1-yl]-methanone). Reaction SMILES: [Cl:1][C:2]1[CH:7]=[CH:6][C:5]([C@H:8]2[C@@H:12]([C:13]3[CH:18]=[CH:17][C:16]([Cl:19])=[CH:15][CH:14]=3)[N:11]([C:20](Cl)=[O:21])[C:10]([C:23]3[CH:28]=[CH:27][CH:26]=[CH:25][C:24]=3[O:29][CH2:30][CH3:31])=[N:9]2)=[CH:4][CH:3]=1.Cl.Cl.[CH3:34][S:35]([CH2:38][CH2:39][N:40]1[CH2:45][CH2:44][NH:43][CH2:42][CH2:41]1)(=[O:37])=[O:36]>C(Cl)Cl>[Cl:1][C:2]1[CH:3]=[CH:4][C:5]([C@H:8]2[C@@H:12]([C:13]3[CH:14]=[CH:15][C:16]([Cl:19])=[CH:17][CH:18]=3)[N:11]([C:20]([N:43]3[CH2:42][CH2:41][N:40]([CH2:39][CH2:38][S:35]([CH3:34])(=[O:36])=[O:37])[CH2:45][CH2:44]3)=[O:21])[C:10]([C:23]3[CH:28]=[CH:27][CH:26]=[CH:25][C:24]=3[O:29][CH2:30][CH3:31])=[N:9]2)=[CH:6][CH:7]=1 |f:1.2.3|. Procedure details: (4S,5R)-4,5-Bis-(4-chloro-phenyl)-2-(2-ethoxy-phenyl)-4,5-dihydro-imidazole-1-carbonyl chloride (example 7) was reacted with 1-(2-methanesulfonylethyl)-piperazine bishydrochloride in methylene chloride using the procedure as described in example 8 to give [(4S,5R)-4,5-bis-(4-chloro-phenyl)-2-(2-ethoxy-phenyl)-4,5-dihydro-imidazol-1-yl]-[4-(2-methanesulfonyl-ethyl)-piperazin-1-yl]-methanone. HR-MS (ES, m/z) calculated for C31H35N4O4SCl2 [(M+H)+] 629.1751, observed 629.1757.